From a dataset of the Open Reaction Database (ORD), a public repository of structured organic reaction records. describe an organic reaction: reactants, conditions, products, and yield Reactants: NC1=NC=CN=C1 (2-aminopyrazine), N1=CC=CC=C1 (pyridine), solution, C(C(=O)Cl)(=O)Cl (oxalyl chloride), ClC=1C=C(C=CC1S(=O)(=O)C)C(C(=O)O)C[C@@H]1CSCCC1 (2-(3-chloro-4-methanesulfonyl-phenyl)-3(R)-(tetrahydro-thiopyran-3-yl)-propionic acid). Solvent: O1CCCC1 (tetrahydrofuran), O (water), C(Cl)Cl (methylene chloride), C(Cl)Cl (methylene chloride), CN(C=O)C (N,N-dimethylformamide). Reaction conditions: temperature 0 celsius, time 30 minute. The product is hexanes ethyl acetate, ClC=1C=C(C=CC1S(=O)(=O)C)C(C(=O)NC1=NC=CN=C1)C[C@@H]1CSCCC1 (2-(3-chloro-4-methanesulfonyl-phenyl)-N-pyrazin-2-yl-3 (R)-(tetrahydro-thiopyran-3-yl)-propionamide). The yield is 69.9%. RXN SMILES: [Cl:1][C:2]1[CH:3]=[C:4]([CH:12]([CH2:16][C@H:17]2[CH2:22][CH2:21][CH2:20][S:19][CH2:18]2)[C:13]([OH:15])=O)[CH:5]=[CH:6][C:7]=1[S:8]([CH3:11])(=[O:10])=[O:9].C(Cl)(=O)C(Cl)=O.[NH2:29][C:30]1[CH:35]=[N:34][CH:33]=[CH:32][N:31]=1.N1C=CC=CC=1>C(Cl)Cl.O1CCCC1.O.CN(C)C=O>[Cl:1][C:2]1[CH:3]=[C:4]([CH:12]([CH2:16][C@H:17]2[CH2:22][CH2:21][CH2:20][S:19][CH2:18]2)[C:13]([NH:29][C:30]2[CH:35]=[N:34][CH:33]=[CH:32][N:31]=2)=[O:15])[CH:5]=[CH:6][C:7]=1[S:8]([CH3:11])(=[O:9])=[O:10]. Procedure details: A solution of 2-(3-chloro-4-methanesulfonyl-phenyl)-3(R)-(tetrahydro-thiopyran-3-yl)-propionic acid (52 mg, 0.143 mmol) in methylene chloride (1 mL) was treated with N,N-dimethylformamide (0.1 mL) and then cooled to 0° C. The reaction mixture was treated with a 2.0M solution of oxalyl chloride in methylene chloride (143 μL, 0.286 mmol). The reaction mixture was stirred at 0° C. for 30 min, allowed to warm to 25° C., and then concentrated in vacuo to remove solvents and excess oxalyl chloride. Th... Starting materials: C(=O)([O-])[O-].[K+].[K+] (K2CO3), C(=O)(OC(C)(C)C)N[C@H](C(=O)O)CC1=CC=C(O)C(O)=C1 (Boc-L-dopa), C(C1=CC=CC=C1)Br (benzyl bromide). The solvent is C(C)#N (acetonitrile). Reaction conditions: temperature 55 celsius. Product: C(C1=CC=CC=C1)OC=1C=C(C=CC1OCC1=CC=CC=C1)C[C@@H](C(=O)OCC1=CC=CC=C1)NC(=O)OC(C)(C)C ((S)-benzyl 3-(3,4-bis(benzyloxy)phenyl)-2-(tert-butoxycarbonylamino)propanoate). The yield is 163.3%. As a reaction SMILES: C([O-])([O-])=O.[K+].[K+].[C:7]([NH:14][C@@H:15]([CH2:19][C:20]1[CH:27]=[C:25]([OH:26])[C:23]([OH:24])=[CH:22][CH:21]=1)[C:16]([OH:18])=[O:17])([O:9][C:10]([CH3:13])([CH3:12])[CH3:11])=[O:8].[CH2:28](Br)[C:29]1[CH:34]=[CH:33][CH:32]=[CH:31][CH:30]=1>C(#N)C>[CH2:28]([O:26][C:25]1[CH:27]=[C:20]([CH2:19][C@H:15]([NH:14][C:7]([O:9][C:10]([CH3:12])([CH3:13])[CH3:11])=[O:8])[C:16]([O:18][CH2:19][C:20]2[CH:27]=[CH:25][CH:23]=[CH:22][CH:21]=2)=[O:17])[CH:21]=[CH:22][C:23]=1[O:24][CH2:28][C:29]1[CH:34]=[CH:33][CH:32]=[CH:31][CH:30]=1)[C:29]1[CH:34]=[CH:33][CH:32]=[CH:31][CH:30]=1 |f:0.1.2|. Procedure: K2CO3 (21.0 g, 150 mmol) was added to a solution of Boc-L-dopa (10.0 g, 33 mmol) in acetonitrile (100 mL) followed by addition of benzyl bromide (21.0 g, 123 mmol). The suspension was heated at 50-60° C. for 4 h and then cooled to ambient temperature. The mixture was filtered and the filtration cake was washed with acetonitrile (50 mL). The filtrate and washings were combined and concentrated to dryness. The residue was purified by flash column chromatography on silica gel (Hexane/EtOAc=20:1) to... Product: COC=1C=C(C(=O)OC)C=C(C1NC)[N+](=O)[O-] (Methyl 3-methoxy-4-(methylamino)-5-nitrobenzoate). Starting materials: ClC1=C(C=C(C(=O)OC)C=C1[N+](=O)[O-])OC (Methyl 4-chloro-3-methoxy-5-nitrobenzoate), CN (Methanamine). Yield: 100.0%. RXN SMILES: Cl[C:2]1[C:11]([N+:12]([O-:14])=[O:13])=[CH:10][C:5]([C:6]([O:8][CH3:9])=[O:7])=[CH:4][C:3]=1[O:15][CH3:16].[CH3:17][NH2:18]>CN(C)C=O>[CH3:16][O:15][C:3]1[CH:4]=[C:5]([CH:10]=[C:11]([N+:12]([O-:14])=[O:13])[C:2]=1[NH:18][CH3:17])[C:6]([O:8][CH3:9])=[O:7]. Reaction conditions: temperature 0 celsius. Procedure details: Methyl 4-chloro-3-methoxy-5-nitrobenzoate (available from, for example, Apollo Scientific Ltd) (14 g, 57.0 mmol) was dissolved in N,N-dimethylformamide (DMF) (140 mL) and cooled to ˜0° C. in an ice/water bath. Methanamine (2M in THF) (114 mL, 228 mmol) was added dropwise with vigorous stirring using a dropping funnel and the mixture was flushed with nitrogen and heated at 80° C. for 3 hr. The mixture was allowed to cool to room temperature over the weekend. The reaction mixture was diluted with ... The solvent is CN(C=O)C (N,N-dimethylformamide). Reactants: NC1[C@@H]2N(C(=C(CS2)CSC2=NN=NN2CS(=O)(=O)O)C(=O)O)C1=O (7-amino-3-(sulfomethyl-1H-tetrazol-5-yl)thiomethyl-3-cephem-4-carboxylic acid), C(C)(=O)O.C(C)(=O)O.C1(CCCCC1)NCCNC1CCCCC1 (N,N′-dicyclohexylethylenediamine diacetate), C([O-])(O)=O.[Na+] (sodium bicarbonate), C([O-])(O)=O.[Na+] (sodium bicarbonate), O-formylmandeloyl chloride, [OH-].[Na+] (sodium hydroxide), Cl (HCl). Solvent: O (water), O (water), C(C)(C)O (isopropyl alcohol). Run at temperature 7.5 celsius, time 2.5 hour. The product is C1(CCCCC1)NCCNC1CCCCC1 (N,N′-dicyclohexylethylenediamine), S1CC=C(N2[C@H]1CC2=O)C(=O)O (3-cephem-4-carboxylic acid). The yield is 286.7%. Reaction SMILES: N[CH:2]1[C:24](=[O:25])[N:4]2[C:5]([C:21]([OH:23])=[O:22])=[C:6](CSC3N(CS(O)(=O)=O)N=NN=3)[CH2:7][S:8][C@H:3]12.[OH-].[Na+].C(=O)(O)[O-].[Na+].Cl.C(O)(=O)C.C(O)(=O)C.[CH:42]1([NH:48][CH2:49][CH2:50][NH:51][CH:52]2[CH2:57][CH2:56][CH2:55][CH2:54][CH2:53]2)[CH2:47][CH2:46][CH2:45][CH2:44][CH2:43]1>O.C(O)(C)C>[CH:52]1([NH:51][CH2:50][CH2:49][NH:48][CH:42]2[CH2:47][CH2:46][CH2:45][CH2:44][CH2:43]2)[CH2:53][CH2:54][CH2:55][CH2:56][CH2:57]1.[S:8]1[C@@H:3]2[CH2:2][C:24](=[O:25])[N:4]2[C:5]([C:21]([OH:23])=[O:22])=[CH:6][CH2:7]1 |f:1.2,3.4,6.7.8|. Reported procedure: 7-amino-3-(sulfomethyl-1H-tetrazol-5-yl)thiomethyl-3-cephem-4-carboxylic acid (5 g), was dissolved in water (19 ml) using 30% w/w sodium hydroxide (1.5 g in 8 ml water) and sodium bicarbonate (1 g), O-formylmandeloyl chloride (2.45 g) was added at 0-5° C. and maintained at 5-10° C. over a period of 1-2 hours. After the completion of reaction, the reaction mixture was acidified with conc. HCl (2.6 g) and maintained the reaction at 28-30° C. for about 2-3 hours. After the completion of reaction, s... Reactants: COC(=O)C1=C(N(C(C(=C1)Br)=O)[C@H](C)C1=CC=CC=C1)CBr ((R)-5-bromo-2-bromomethyl-6-oxo-1-(1-phenyl-ethyl)-1,6-dihydro-pyridine-3-carboxylic acid methyl ester), COC(CNS(=O)(=O)C1=CC=C(C=C1)C)=O ((toluene-4-sulfonylamino)-acetic acid methyl ester), [I-].[Na+] (sodium iodide), C([O-])([O-])=O.[K+].[K+] (potassium carbonate). Solvent: CN(C)C=O (DMF), [Cl-].[Na+].O (Brine). Run at time 16 hour. The product is COC(=O)C1=C(N(C(C(=C1)Br)=O)[C@H](C)C1=CC=CC=C1)CN(S(=O)(=O)C1=CC=C(C=C1)C)CC(=O)OC ((R)-5-Bromo-2-{[methoxycarbonylmethyl-(toluene-4-sulfonyl)-amino]-methyl}-6-oxo-1-(1-phenyl-ethyl)-1,6-dihydro-pyridine-3-carboxylic acid methyl ester). The yield is 76.8%. RXN SMILES: [CH3:1][O:2][C:3]([C:5]1[CH:10]=[C:9]([Br:11])[C:8](=[O:12])[N:7]([C@@H:13]([C:15]2[CH:20]=[CH:19][CH:18]=[CH:17][CH:16]=2)[CH3:14])[C:6]=1[CH2:21]Br)=[O:4].[CH3:23][O:24][C:25](=[O:38])[CH2:26][NH:27][S:28]([C:31]1[CH:36]=[CH:35][C:34]([CH3:37])=[CH:33][CH:32]=1)(=[O:30])=[O:29].[I-].[Na+].C(=O)([O-])[O-].[K+].[K+]>CN(C=O)C.[Cl-].[Na+].O>[CH3:1][O:2][C:3]([C:5]1[CH:10]=[C:9]([Br:11])[C:8](=[O:12])[N:7]([C@@H:13]([C:15]2[CH:20]=[CH:19][CH:18]=[CH:17][CH:16]=2)[CH3:14])[C:6]=1[CH2:21][N:27]([CH2:26][C:25]([O:24][CH3:23])=[O:38])[S:28]([C:31]1[CH:32]=[CH:33][C:34]([CH3:37])=[CH:35][CH:36]=1)(=[O:30])=[O:29])=[O:4] |f:2.3,4.5.6,8.9.10|. Procedure details: A mixture of (R)-5-bromo-2-bromomethyl-6-oxo-1-(1-phenyl-ethyl)-1,6-dihydro-pyridine-3-carboxylic acid methyl ester (3.48 g, 8.11 mmol), (toluene-4-sulfonylamino)-acetic acid methyl ester (1.87 g, 7.71 mmol), sodium iodide (2.43 g, 16.2 mmol) and potassium carbonate (2.24 g, 16.2 mmol) in DMF (50 mL) was stirred at r.t. for 16 h. Brine (100 mL) was added, and the resulting suspension was extracted with EtOAc. The organic layer was washed with water and brine, and dried over MgSO4. After the solv... Reactants: C(C1=CC=CC=C1)(=O)N1C2=CC=CC=C2C=2CC(CCC12)C(=O)O (9-benzoyl-1,2,3,4-tetrahydrocarbazole-3-carboxylic acid), S(=O)(Cl)Cl (thionyl chloride). Reagents/catalysts: CN(C=O)C (dimethylformamide). Solvent: C(CCl)Cl (ethylene dichloride). Reaction conditions: time 30 minute. The product is C(C1=CC=CC=C1)(=O)N1C2=CC=CC=C2C=2CC(CCC12)C(=O)OC1=CC=C(C=C1)NC(C)=O (4-Acetamidophenyl 9-benzoyl-1,2,3,4-tetrahydrocarbazole-3-carboxylate). As a reaction SMILES: [C:1]([N:9]1[C:21]2[CH2:20][CH2:19][CH:18]([C:22]([OH:24])=[O:23])[CH2:17][C:16]=2[C:15]2[C:10]1=[CH:11][CH:12]=[CH:13][CH:14]=2)(=[O:8])[C:2]1[CH:7]=[CH:6][CH:5]=[CH:4][CH:3]=1.S(Cl)(Cl)=O>CN(C)C=O.C(Cl)CCl>[C:1]([N:9]1[C:21]2[CH2:20][CH2:19][CH:18]([C:22]([O:24][C:13]3[CH:14]=[CH:15][C:10]([NH:9][C:1](=[O:8])[CH3:2])=[CH:11][CH:12]=3)=[O:23])[CH2:17][C:16]=2[C:15]2[C:10]1=[CH:11][CH:12]=[CH:13][CH:14]=2)(=[O:8])[C:2]1[CH:3]=[CH:4][CH:5]=[CH:6][CH:7]=1. Procedure details: A solution of 9.6 g. of 9-benzoyl-1,2,3,4-tetrahydrocarbazole-3-carboxylic acid, 15 ml. of thionyl chloride and two drops of dry dimethylformamide in 100 ml. of ethylene dichloride was stirred at room temperature for 7 hours. The mixture was evaporated to dryness under reduced pressure, at room temperature, and to the resulting residue was added a solution of 6 g. of 4-acetamidophenol in 50 ml. of dry pyridine. The solution was stirred at room temperature for 30 minutes and diluted with water. T... Reactants: NC1=CC=C(C(=O)N(C)C)C=C1 (4-amino-N,N-dimethylbenzamide), C(C(=O)C)CC(C)=O (acetonylacetone), O (water). The solvent is C1(=CC=CC=C1)C (toluene). Yields the product CN(C(=O)C1=CC=C(C=C1)N1C(=CC=C1C)C)C (1-(4-dimethylcarbamoylphenyl)-2,5-dimethyl-1H-pyrrole). RXN SMILES: [NH2:1][C:2]1[CH:12]=[CH:11][C:5]([C:6]([N:8]([CH3:10])[CH3:9])=[O:7])=[CH:4][CH:3]=1.[CH2:13]([CH2:17][C:18](=O)[CH3:19])[C:14]([CH3:16])=O.O>C1(C)C=CC=CC=1>[CH3:9][N:8]([CH3:10])[C:6]([C:5]1[CH:11]=[CH:12][C:2]([N:1]2[C:18]([CH3:19])=[CH:17][CH:13]=[C:14]2[CH3:16])=[CH:3][CH:4]=1)=[O:7]. Reported procedure: A solution of 26.4 g of 4-amino-N,N-dimethylbenzamide in 500 ml toluene and 60 g acetonylacetone is refluxed for 16 hours under a Dean-Stark water separator. The solution is washed with water and brine, dried over MgSO4, filtered and the solvent evaporated at 60° and reduced pressure. The residue is crystallized from ether-hexane 1:1 to yield 1-(4-dimethylcarbamoylphenyl)-2,5-dimethyl-1H-pyrrole, m.p. 102°-104°.